Task: describe an organic reaction: reactants, conditions, products, and yield. Dataset: the Open Reaction Database (ORD), a public repository of structured organic reaction records Starting materials: C(C)(C)(C)OC(=O)NC1=CC=C(C(=C1C(=O)OCC1=CC=CC=C1)C)CCC (benzyl 6-[(tert-butoxycarbonyl)amino]-2-methyl-3-propylbenzoate). The solvent is Cl.O1CCOCC1 (HCl dioxane). Yields the product NC1=CC=C(C(=C1C(=O)OCC1=CC=CC=C1)C)CCC (benzyl 6-amino-2-methyl-3-propylbenzoate). Isolated yield 112.9%. As a reaction SMILES: C(OC([NH:8][C:9]1[C:14]([C:15]([O:17][CH2:18][C:19]2[CH:24]=[CH:23][CH:22]=[CH:21][CH:20]=2)=[O:16])=[C:13]([CH3:25])[C:12]([CH2:26][CH2:27][CH3:28])=[CH:11][CH:10]=1)=O)(C)(C)C>Cl.O1CCOCC1>[NH2:8][C:9]1[C:14]([C:15]([O:17][CH2:18][C:19]2[CH:20]=[CH:21][CH:22]=[CH:23][CH:24]=2)=[O:16])=[C:13]([CH3:25])[C:12]([CH2:26][CH2:27][CH3:28])=[CH:11][CH:10]=1 |f:1.2|. Procedure: A solution of Example 148A (0.38 g, 1.0 mmol) in 4N HCl/dioxane was stirred at ambient temperature overnight and concentrated to provide the desired product (0.32 g, 100%). 1H NMR (DMSO-d6) δ 0.86 (t, 3H), 1.40-1.52 (m, 2H), 2.16 (s, 3H), 2.22 (t, 2H), 5.34 (s, 2H), 7.11 (d, 1H), 7.30-7.50 (m, 5H); MS (ESI(+) m/e 284 (M+H)+.